Dataset: the Open Reaction Database (ORD), a public repository of structured organic reaction records. Task: describe an organic reaction: reactants, conditions, products, and yield The reactants are N (ammonia), BrC1=C(OC2=C1C=C(C=C2)CN2C(=NC(=C2C(=O)N)C2CC2)CC)C2=C(C=CC=C2)NS(=O)(=O)C(F)(F)F (1-[[3-Bromo-2-[2-[[(trifluoromethyl)sulphonyl ]amino ]phenyl]-5-benzofuranyl]methyl]-4-cyclopropyl-2-ethyl-1H-imidazole-5-carboxamide). Solvent: C(C)O (ethanol). Run at time 30 minute. Product: [NH4+].BrC1=C(OC2=C1C=C(C=C2)CN2C(=NC(=C2C(=O)[NH-])C2CC2)CC)C2=C(C=CC=C2)NS(=O)(=O)C(F)(F)F (1-[[3-Bromo-2-[2-[[(trifluoromethyl)sulphonyl]amino]phenyl]-5-benzofuranyl]methyl]-4-cyclopropyl-2-ethyl-1H-imidazole-5-carboxamide, Ammonium Salt). The yield is 194.6%. As a reaction SMILES: N.[Br:2][C:3]1[C:7]2[CH:8]=[C:9]([CH2:12][N:13]3[C:17]([C:18]([NH2:20])=[O:19])=[C:16]([CH:21]4[CH2:23][CH2:22]4)[N:15]=[C:14]3[CH2:24][CH3:25])[CH:10]=[CH:11][C:6]=2[O:5][C:4]=1[C:26]1[CH:31]=[CH:30][CH:29]=[CH:28][C:27]=1[NH:32][S:33]([C:36]([F:39])([F:38])[F:37])(=[O:35])=[O:34]>C(O)C>[NH4+:13].[Br:2][C:3]1[C:7]2[CH:8]=[C:9]([CH2:12][N:13]3[C:17]([C:18]([NH-:20])=[O:19])=[C:16]([CH:21]4[CH2:22][CH2:23]4)[N:15]=[C:14]3[CH2:24][CH3:25])[CH:10]=[CH:11][C:6]=2[O:5][C:4]=1[C:26]1[CH:31]=[CH:30][CH:29]=[CH:28][C:27]=1[NH:32][S:33]([C:36]([F:39])([F:37])[F:38])(=[O:35])=[O:34] |f:3.4|. Reported procedure: Concentrated aqueous ammonia (0.2 ml) was added to a solution of the product of Example 6 (50 mg) in ethanol (1 ml) at room temperature. The mixture was stirred for 30 min, then the solvent was evaporated. The residue was triturated under ether (2 ml) and filtered to give the title compound as a colourless solid (50 mg), m.p. 135°-142°. Starting materials: COc1ccc(Cl)c(N)c1, FC(F)(F)c1cc(Cl)nc(-c2cccnc2)n1. Yields the product COc1ccc(Cl)c(Nc2cc(C(F)(F)F)nc(-c3cccnc3)n2)c1. RXN SMILES: [Cl:18][c:19]1[c:20]([NH2:21])[cH:22][c:23]([O:26][CH3:27])[cH:24][cH:25]1.[Cl:1][c:2]1[n:3][c:4](-[c:12]2[cH:13][n:14][cH:15][cH:16][cH:17]2)[n:5][c:6]([C:8]([F:9])([F:10])[F:11])[cH:7]1>>[c:2]1([NH:21][c:20]2[c:19]([Cl:18])[cH:25][cH:24][c:23]([O:26][CH3:27])[cH:22]2)[n:3][c:4](-[c:12]2[cH:13][n:14][cH:15][cH:16][cH:17]2)[n:5][c:6]([C:8]([F:9])([F:10])[F:11])[cH:7]1. Starting materials: CCOP(=O)(OCC)C(CCCCl)C(=O)OC(C)(C)C, C1CCOC1, COc1cc(C=O)ccc1-n1cnc(C)c1, CCO, CCOC(C)=O, [Li+], [OH-], O, O. The product is COc1cc(C=C(CCCCl)C(=O)OC(C)(C)C)ccc1-n1cnc(C)c1. RXN SMILES: [C:17]([CH3:18])([CH3:19])([CH3:20])[O:21][C:22]([CH:23]([CH2:24][CH2:25][CH2:26][Cl:27])[P:28]([O:29][CH2:30][CH3:31])([O:32][CH2:33][CH3:34])=[O:35])=[O:36].[CH2:41]1[O:42][CH2:43][CH2:44][CH2:45]1.[CH3:1][O:2][c:3]1[cH:4][c:5]([CH:6]=[O:7])[cH:8][cH:9][c:10]1-[n:11]1[cH:12][n:13][c:14]([CH3:16])[cH:15]1.[CH3:46][CH2:47][OH:48].[CH3:49][CH2:50][O:51][C:52](=[O:53])[CH3:54].[Li+:39].[OH-:38].[OH2:37].[OH2:40]>>[CH3:1][O:2][c:3]1[cH:4][c:5]([CH:6]=[C:23]([C:22]([O:21][C:17]([CH3:18])([CH3:19])[CH3:20])=[O:36])[CH2:24][CH2:25][CH2:26][Cl:27])[cH:8][cH:9][c:10]1-[n:11]1[cH:12][n:13][c:14]([CH3:16])[cH:15]1. The reactants are 2.30, O(C1=CC=CC=C1)C1=CC=C(OC2=CC=C(C(=O)O)C=C2)C=C1 (4-(4-phenoxyphenoxy)benzoic acid), S(=O)(Cl)Cl (thionyl chloride). The reagents and catalysts are CN(C=O)C (N,N-dimethylformamide). Run at temperature -15 celsius. Yields the product O(C1=CC=CC=C1)C1=CC=C(OC2=CC=C(C(=O)Cl)C=C2)C=C1 (4-(4-phenoxyphenoxy)benzoyl chloride). Yield: 66.0%. Reaction SMILES: [O:1]([C:8]1[CH:23]=[CH:22][C:11]([O:12][C:13]2[CH:21]=[CH:20][C:16]([C:17](O)=[O:18])=[CH:15][CH:14]=2)=[CH:10][CH:9]=1)[C:2]1[CH:7]=[CH:6][CH:5]=[CH:4][CH:3]=1.S(Cl)([Cl:26])=O>CN(C)C=O>[O:1]([C:8]1[CH:23]=[CH:22][C:11]([O:12][C:13]2[CH:21]=[CH:20][C:16]([C:17]([Cl:26])=[O:18])=[CH:15][CH:14]=2)=[CH:10][CH:9]=1)[C:2]1[CH:7]=[CH:6][CH:5]=[CH:4][CH:3]=1. Procedure details: A slurry of 2.30 (7.52 mmol) g 4-(4-phenoxyphenoxy)benzoic acid, 30 ml of thionyl chloride and 2 drops of N,N-dimethylformamide is refluxed under nitrogen atmosphere for 16 hours. Excess thionyl chloride is distilled to yield an oil, and 200 ml of anhydrous n-hexane is added. The solution is cooled to -15° C., and the resulting precipitate is filtered and dried under nitrogen atmosphere. The precipitate is dissolved in a minimum volume of hot n-hexane, the solution is filtered and the filtrate i... Reactants: C1CCOC1, CC(=O)Cl, NC(=O)CNC1c2ccccc2CC1NC(=O)c1cc2sc(Cl)c(Cl)c2[nH]1. The product is CC(=O)N(CC(N)=O)C1c2ccccc2CC1NC(=O)c1cc2sc(Cl)c(Cl)c2[nH]1. As a reaction SMILES: [CH2:32]1[O:33][CH2:34][CH2:35][CH2:36]1.[CH3:1][C:2]([Cl:3])=[O:4].[NH2:5][C:6]([CH2:7][NH:8][CH:9]1[CH:10]([NH:18][C:19](=[O:20])[c:21]2[cH:22][c:23]3[c:24]([nH:25]2)[c:26]([Cl:30])[c:27]([Cl:29])[s:28]3)[CH2:11][c:12]2[cH:13][cH:14][cH:15][cH:16][c:17]21)=[O:31]>>[CH3:1][C:2](=[O:4])[N:8]([CH2:7][C:6]([NH2:5])=[O:31])[CH:9]1[CH:10]([NH:18][C:19](=[O:20])[c:21]2[cH:22][c:23]3[c:24]([nH:25]2)[c:26]([Cl:30])[c:27]([Cl:29])[s:28]3)[CH2:11][c:12]2[cH:13][cH:14][cH:15][cH:16][c:17]21. The reactants are CCOC(=O)CBr, Nc1ccc(CCBr)cc1, Br, O=C([O-])[O-], CN(C)C=O, [K+], [K+]. Yields the product CCOC(=O)CNc1ccc(CCBr)cc1. Reaction SMILES: [Br:18][CH2:19][C:20](=[O:21])[O:22][CH2:23][CH3:24].[Br:2][CH2:3][CH2:4][c:5]1[cH:6][cH:7][c:8]([NH2:9])[cH:10][cH:11]1.[BrH:1].[C:12](=[O:13])([O-:14])[O-:15].[CH3:25][N:26]([CH3:27])[CH:28]=[O:29].[K+:16].[K+:17]>>[Br:2][CH2:3][CH2:4][c:5]1[cH:6][cH:7][c:8]([NH:9][CH2:19][C:20](=[O:21])[O:22][CH2:23][CH3:24])[cH:10][cH:11]1. The reactants are [N+](=O)([O-])C=1C=C2CCN(C2=CC1)CCC (5-nitro-1-propylindoline), O.NN (hydrazine hydrate). Reagents/catalysts: [Ni] (Raney nickel). Run in C(C)O (ethanol). Product: C(CC)N1CCC2=CC(=CC=C12)N (1-propyl-2,3-dihydro-1H-indol-5-ylamine). Reaction SMILES: [N+:1]([C:4]1[CH:5]=[C:6]2[C:10](=[CH:11][CH:12]=1)[N:9]([CH2:13][CH2:14][CH3:15])[CH2:8][CH2:7]2)([O-])=O.O.NN>[Ni].C(O)C>[CH2:13]([N:9]1[C:10]2[C:6](=[CH:5][C:4]([NH2:1])=[CH:12][CH:11]=2)[CH2:7][CH2:8]1)[CH2:14][CH3:15] |f:1.2|. Procedure: Approximately 400 mg of Raney nickel is added to a mixture of 3.28 g (15.9 mmol) of 5-nitro-1-propylindoline and 4 ml (80 mmol) of hydrazine hydrate in 60 ml of absolute ethanol. The reaction mixture is heated under reflux for 5 hours. After returning to 23° C., a little silica is added to the flask and the solvent is evaporated off under vacuum. The evaporation residue is placed directly at the top of a chromatography column. The expected product is eluted using a Heptane/AcOEt mixture (1/9). A... Starting materials: C1=CC=C(C=C1)[C@@H](C(=O)O)N (L-Phenylglycine). The reagents and catalysts are O=[Pt]=O (PtO2). Run in C(C)(=O)O (acetic acid). The product is N[C@H](C(=O)O)C1CCCCC1 ((S)-2-Amino-2-cyclohexylacetic acid). Isolated yield 93.6%. Reaction SMILES: [CH:1]1[CH:6]=[CH:5][C:4]([C@H:7]([NH2:11])[C:8]([OH:10])=[O:9])=[CH:3][CH:2]=1>C(O)(=O)C.O=[Pt]=O>[NH2:11][C@@H:7]([CH:4]1[CH2:5][CH2:6][CH2:1][CH2:2][CH2:3]1)[C:8]([OH:10])=[O:9]. Procedure details: L-Phenylglycine (8.04 g, 53 mmol) was reduced by catalytic hydrogenation using PtO2 in 80% acetic acid (HOAc) (200 mL). The catalyst was removed by filtration and the HOAc removed under reduced pressure to afford the title compound as a white solid (7.8 g, 94%). The 300 MHz 1H NMR spectrum was found to be consistent with the proposed structure. Reactants: O=C1CCC(=O)N1Br, C=C(OCC)c1c(C)c(C#N)c2nc(C3CC3)oc2c1F, C1CCOC1, O. Product: Cc1c(C(=O)CBr)c(F)c2oc(C3CC3)nc2c1C#N. Reaction SMILES: [Br:23][N:24]1[C:25](=[O:26])[CH2:27][CH2:28][C:29]1=[O:30].[CH:1]1([c:4]2[o:5][c:6]3[c:7]([n:8]2)[c:9]([C:20]#[N:21])[c:10]([CH3:19])[c:11]([C:14](=[CH2:15])[O:16][CH2:17][CH3:18])[c:12]3[F:13])[CH2:2][CH2:3]1.[O:31]1[CH2:32][CH2:33][CH2:34][CH2:35]1.[OH2:22]>>[CH:1]1([c:4]2[o:5][c:6]3[c:7]([n:8]2)[c:9]([C:20]#[N:21])[c:10]([CH3:19])[c:11]([C:14](=[O:15])[CH2:16][Br:23])[c:12]3[F:13])[CH2:2][CH2:3]1.